From a dataset of the Open Reaction Database (ORD), a public repository of structured organic reaction records. describe an organic reaction: reactants, conditions, products, and yield The reactants are C(C)(C)(C)C1=CC(=C(C=N1)C=1N([C@]([C@](N1)(C)C1=CC=C(C=C1)Cl)(C)C1=CC=C(C=C1)Cl)C(=O)N1CCC(CC1)C(=O)O)OCC (1-[(4S,5R)-2-(6-tert-Butyl-4-ethoxy-pyridin-3-yl)-4,5-bis-(4-chloro-phenyl)-4,5-dimethyl-4,5-dihydro-imidazole-1-carbonyl]-piperidine-4-carboxylic acid), CN1CCNCC1 (N-methylpiperazine). The product is C(C)(C)(C)C1=CC(=C(C=N1)C=1N([C@]([C@](N1)(C)C1=CC=C(C=C1)Cl)(C)C1=CC=C(C=C1)Cl)C(=O)N1CCC(CC1)C(=O)N1CCN(CC1)C)OCC ([(4S,5R)-2-(6-tert-Butyl-4-ethoxy-pyridin-3-yl)-4,5-bis-(4-chloro-phenyl)-4,5-dimethyl-4,5-dihydro-imidazol-1-yl]-[4-(4-methyl-piperazine-1-carbonyl)-piperidin-1-yl]-methanone). Reaction SMILES: [C:1]([C:5]1[N:10]=[CH:9][C:8]([C:11]2[N:12]([C:32]([N:34]3[CH2:39][CH2:38][CH:37]([C:40]([OH:42])=O)[CH2:36][CH2:35]3)=[O:33])[C@@:13]([C:25]3[CH:30]=[CH:29][C:28]([Cl:31])=[CH:27][CH:26]=3)([CH3:24])[C@@:14]([C:17]3[CH:22]=[CH:21][C:20]([Cl:23])=[CH:19][CH:18]=3)([CH3:16])[N:15]=2)=[C:7]([O:43][CH2:44][CH3:45])[CH:6]=1)([CH3:4])([CH3:3])[CH3:2].[CH3:46][N:47]1[CH2:52][CH2:51][NH:50][CH2:49][CH2:48]1>>[C:1]([C:5]1[N:10]=[CH:9][C:8]([C:11]2[N:12]([C:32]([N:34]3[CH2:39][CH2:38][CH:37]([C:40]([N:50]4[CH2:51][CH2:52][N:47]([CH3:46])[CH2:48][CH2:49]4)=[O:42])[CH2:36][CH2:35]3)=[O:33])[C@@:13]([C:25]3[CH:26]=[CH:27][C:28]([Cl:31])=[CH:29][CH:30]=3)([CH3:24])[C@@:14]([C:17]3[CH:22]=[CH:21][C:20]([Cl:23])=[CH:19][CH:18]=3)([CH3:16])[N:15]=2)=[C:7]([O:43][CH2:44][CH3:45])[CH:6]=1)([CH3:4])([CH3:2])[CH3:3]. Procedure: In a manner analogous to the method described in example 163,1-[(4S,5R)-2-(6-tert-butyl-4-ethoxy-pyridin-3-yl)-4,5-bis-(4-chloro-phenyl)-4,5-dimethyl-4,5-dihydro-imidazole-1-carbonyl]-piperidine-4-carboxylic acid (example 211) was reacted with N-methylpiperazine (Aldrich) to give the title compound. HR-MS (ES, m/z) calculated for C40H51Cl2N6O3 [(M+H)+] 733.3394, observed 733.3390. Starting materials: ClC1=NC=C(C(=N1)Cl)[N+](=O)[O-] (2,4-dichloro-5-nitro-pyrimidine), C([O-])(O)=O.[Na+] (sodium bicarbonate), C(C)OC(C(CNCC1=CC=C(C=C1)OC)(F)F)=O (2,2-difluoro-3-(4-methoxy-benzylamino)-propionic acid ethyl ester). The solvent is C(C)(=O)OCC (ethyl acetate), C(C)(=O)OCC (ethyl acetate). Conditions: time 17 hour. Product: C(C)OC(C(CN(CC1=CC=C(C=C1)OC)C1=NC(=NC=C1[N+](=O)[O-])Cl)(F)F)=O (3-[(2-chloro-5-nitro-pyrimidin-4-yl)-(4-methoxy-benzyl)-amino]-2,2-difluoro-propionic acid ethyl ester). Isolated yield 100.2%. Reaction SMILES: [CH2:1]([O:3][C:4](=[O:19])[C:5]([F:18])([F:17])[CH2:6][NH:7][CH2:8][C:9]1[CH:14]=[CH:13][C:12]([O:15][CH3:16])=[CH:11][CH:10]=1)[CH3:2].[Cl:20][C:21]1[N:26]=[C:25](Cl)[C:24]([N+:28]([O-:30])=[O:29])=[CH:23][N:22]=1.C(=O)(O)[O-].[Na+]>C(OCC)(=O)C>[CH2:1]([O:3][C:4](=[O:19])[C:5]([F:18])([F:17])[CH2:6][N:7]([C:23]1[C:24]([N+:28]([O-:30])=[O:29])=[CH:25][N:26]=[C:21]([Cl:20])[N:22]=1)[CH2:8][C:9]1[CH:14]=[CH:13][C:12]([O:15][CH3:16])=[CH:11][CH:10]=1)[CH3:2] |f:2.3|. Reported procedure: A solution of 1.2 g (0.0044 mole) of 2,2-difluoro-3-(4-methoxy-benzylamino)-propionic acid ethyl ester) in 4 mL of ethyl acetate was added over 5 minutes to a cooled (0 degrees) mixture of 0.85 g (0.0044 mole) of 2,4-dichloro-5-nitro-pyrimidine, 1.5 g (0.018 mole) of sodium bicarbonate and 10 mL of ethyl acetate. The cooling bath was removed and the mixture stirred for 17 hours at room temperature. Activated charcoal was added and after stirring briefly, the mixture was filtered through a pad of... The reactants are C(#C)C=1C=NC=CC1 (3-Ethynyl-pyridine), C(C)OC(\C=C/I)=O ((Z)-ethyl-3-iodoacrylate). Product: C(C)OC(C=CC#CC=1C=NC=CC1)=O (5-Pyridin-3-yl-pent-2-en-4-ynoic acid ethyl ester). Reaction SMILES: [C:1]([C:3]1[CH:4]=[N:5][CH:6]=[CH:7][CH:8]=1)#[CH:2].[CH2:9]([O:11][C:12](=[O:16])/[CH:13]=[CH:14]\I)[CH3:10]>>[CH2:9]([O:11][C:12](=[O:16])[CH:13]=[CH:14][C:2]#[C:1][C:3]1[CH:4]=[N:5][CH:6]=[CH:7][CH:8]=1)[CH3:10]. Procedure: The modified procedure was used to convert 3-Ethynyl-pyridine and (Z)-ethyl-3-iodoacrylate to the title product in 12 hours. Purification by flash chromatography (30% ethyl acetate in hexane as the eluent) gave the analytically pure product as a light yellow oil (200 mg, 51% yield). 1H NMR (400 MHz, CDCl3) δ 8.76 (s, 1H), 8.57-8.55 (dd, J=4.9, 1.5, 1H), 7.82-7.79 (td, J=7.8, 1.8, 1H), 7.29-7.26 (m, 1H), 6.38-6.35 (d, J=11.4, 1H), 6.21-6.18 (d, J=11.4, 1H), 4.29-4.23 (q, J=7.1, 2H), 1.34-1.31 (t,... Starting materials: BrC1=NC=CC=C1C=O (2-bromo-3-formylpyridine), [BH4-].[Na+] (sodium borohydride). Run in CO (methanol). Conditions: time 15 minute. Product: BrC1=NC=CC=C1CO (2-bromo-3-hydroxymethylpyridine). Isolated yield 94.6%. RXN SMILES: [Br:1][C:2]1[C:7]([CH:8]=[O:9])=[CH:6][CH:5]=[CH:4][N:3]=1.[BH4-].[Na+]>CO>[Br:1][C:2]1[C:7]([CH2:8][OH:9])=[CH:6][CH:5]=[CH:4][N:3]=1 |f:1.2|. Procedure details: To a solution of 2-bromo-3-formylpyridine (2.51 g) in methanol (40 ml) was added, at room temperature, sodium borohydride (255 mg). The mixture was stirred for 15 minutes at the same temperature. The reaction mixture was concentrated, to which was added water, followed by subjecting the mixture to extraction. The extract solution was washed with a saturated aqueous saline solution, dried (anhydrous sodium sulfate), which was then concentrated to afford 2-bromo-3-hydroxymethylpyridine (2.40 g). T... Reactants: NC1=CC(=NC2=CC(=C(C=C12)OC)OC)N1CCNCC1 (4-Amino-6,7-dimethoxy-2-(piperazin-1-yl)quinoline), ClC1=NC=CC(=N1)N(C)C (2-chloro-4-dimethylaminopyrimidine). Run in C(CCC)O (n-butanol). Yields the product O.O.Cl.Cl.NC1=CC(=NC2=CC(=C(C=C12)OC)OC)N1CCN(CC1)C1=NC=CC(=N1)N(C)C (4-amino-6,7-dimethoxy-2-[4-(4-dimethylaminopyrimidin-2-yl)piperazin-1-yl]quinoline dihydrochloride dihydrate). The yield is 25.2%. RXN SMILES: [NH2:1][C:2]1[C:11]2[C:6](=[CH:7][C:8]([O:14][CH3:15])=[C:9]([O:12][CH3:13])[CH:10]=2)[N:5]=[C:4]([N:16]2[CH2:21][CH2:20][NH:19][CH2:18][CH2:17]2)[CH:3]=1.[Cl:22][C:23]1[N:28]=[C:27]([N:29]([CH3:31])[CH3:30])[CH:26]=[CH:25][N:24]=1>C(O)CCC>[OH2:12].[OH2:12].[ClH:22].[ClH:22].[NH2:1][C:2]1[C:11]2[C:6](=[CH:7][C:8]([O:14][CH3:15])=[C:9]([O:12][CH3:13])[CH:10]=2)[N:5]=[C:4]([N:16]2[CH2:17][CH2:18][N:19]([C:23]3[N:28]=[C:27]([N:29]([CH3:31])[CH3:30])[CH:26]=[CH:25][N:24]=3)[CH2:20][CH2:21]2)[CH:3]=1 |f:3.4.5.6.7|. Procedure details: 4-Amino-6,7-dimethoxy-2-(piperazin-1-yl)quinoline (1.26 g) and 2-chloro-4-dimethylaminopyrimidine (0.76 g) in n-butanol (60 ml) were heated under reflux for 16 hours. The mixture was then evaporated in vacuo, the residue partitioned between chloroform and sodium carbonate solution (10%) and the aqueous phase extracted with chloroform. The combined extracts were washed with water, dried (Na2SO4), evaporated in vacuo and the residue chromatographed on silica gel (Merck 9385). Elution with chlorofo... Starting materials: N1CCCCC1 (piperidine), O (water), substituted benzaldehyde, C(CC(=O)OCC)(=O)OCC (diethyl malonate), C(C)(=O)O (acetic acid). Solvent: C1=CC=CC=C1 (benzene). The product is C(C)OC(C(C(=O)OCC)=CC1=CC=CC=C1)=O (Benzal-Malonic Acid Diethyl Ester). RXN SMILES: [C:1]([O:9][CH2:10][CH3:11])(=[O:8])[CH2:2][C:3]([O:5][CH2:6][CH3:7])=[O:4].[C:12](O)(=O)[CH3:13].N1[CH2:21][CH2:20][CH2:19][CH2:18][CH2:17]1.O>C1C=CC=CC=1>[CH2:10]([O:9][C:1](=[O:8])[C:2](=[CH:17][C:18]1[CH:13]=[CH:12][CH:21]=[CH:20][CH:19]=1)[C:3]([O:5][CH2:6][CH3:7])=[O:4])[CH3:11]. Procedure: One mole of a correspondingly substituted benzaldehyde is heated on a water trap with 160 g. (1 mole) of diethyl malonate, 30 ml. of glacial acetic acid, and 3 ml. of piperidine in 1 liter of benzene until 1 mole of water has been split off. The benzenic solution is worked up as usual. The reactants are N1=CC=C(C2=CC=CC=C12)C(C)O (1-quinolin-4-yl-ethanol). Reagents/catalysts: [O-2].[Mn+2] (manganese oxide). Solvent: ClCCl (dichloromethane). The product is N1=CC=C(C2=CC=CC=C12)C(C)=O (1-Quinolin-4-yl-ethanone). Isolated yield 100.0%. Reaction SMILES: [N:1]1[C:10]2[C:5](=[CH:6][CH:7]=[CH:8][CH:9]=2)[C:4]([CH:11]([OH:13])[CH3:12])=[CH:3][CH:2]=1>ClCCl.[O-2].[Mn+2]>[N:1]1[C:10]2[C:5](=[CH:6][CH:7]=[CH:8][CH:9]=2)[C:4]([C:11](=[O:13])[CH3:12])=[CH:3][CH:2]=1 |f:2.3|. Procedure: To the mixture of manganese oxide (8.69 g, 100 mmol, Aldrich) in dichloromethane (80 mL) was added 1-quinolin-4-yl-ethanol (1.73 g, 10 mmol). The reaction mixture was refluxed for overnight and then cooled to room temperature. The solid was filtered out through Celite pad. The organic solution dried over anhydrous magnesium sulfate and concentrated via vacuo to give crude title compound as light yellow solid in 100% yield (1.71 g, 10.0 mmol).